The task is: describe an organic reaction: reactants, conditions, products, and yield. This data is from the Open Reaction Database (ORD), a public repository of structured organic reaction records. Starting materials: C(C1=CC=CC=C1)(C1=CC=CC=C1)=N (Benzophenone imine), BrC=1C=C(C=CC1)F (3-bromofluorobenzene), CC(C)([O-])C.[Na+] (sodium tert-butoxide). Reagents/catalysts: C=1C=CC(=CC1)/C=C/C(=O)/C=C/C2=CC=CC=C2.C=1C=CC(=CC1)/C=C/C(=O)/C=C/C2=CC=CC=C2.C=1C=CC(=CC1)/C=C/C(=O)/C=C/C2=CC=CC=C2.[Pd].[Pd] (tris(dibenzylideneacetone)dipalladium), C1(=CC=CC=C1)P(C1=C(C=CC=C1)OC1=C(C=CC=C1)P(C1=CC=CC=C1)C1=CC=CC=C1)C1=CC=CC=C1 (bis(2-(diphenylphosphino)phenyl)ether). Run in C1(=CC=CC=C1)C (toluene), C1(=CC=CC=C1)C (toluene). Reaction conditions: time 5 minute. Product: C1(=CC=CC=C1)C(=NC1=CC(=CC=C1)F)C1=CC=CC=C1 (N-(Diphenylmethylene)-3-fluoroaniline). The yield is 76.3%. RXN SMILES: [C:1](=[NH:14])([C:8]1[CH:13]=[CH:12][CH:11]=[CH:10][CH:9]=1)[C:2]1[CH:7]=[CH:6][CH:5]=[CH:4][CH:3]=1.Br[C:16]1[CH:17]=[C:18]([F:22])[CH:19]=[CH:20][CH:21]=1.CC(C)([O-])C.[Na+]>C1C=CC(/C=C/C(/C=C/C2C=CC=CC=2)=O)=CC=1.C1C=CC(/C=C/C(/C=C/C2C=CC=CC=2)=O)=CC=1.C1C=CC(/C=C/C(/C=C/C2C=CC=CC=2)=O)=CC=1.[Pd].[Pd].C1(P(C2C=CC=CC=2)C2C=CC=CC=2OC2C=CC=CC=2P(C2C=CC=CC=2)C2C=CC=CC=2)C=CC=CC=1.C1(C)C=CC=CC=1>[C:2]1([C:1]([C:8]2[CH:9]=[CH:10][CH:11]=[CH:12][CH:13]=2)=[N:14][C:16]2[CH:21]=[CH:20][CH:19]=[C:18]([F:22])[CH:17]=2)[CH:7]=[CH:6][CH:5]=[CH:4][CH:3]=1 |f:2.3,4.5.6.7.8|. Procedure details: An oven-dried test tube was charged with tris(dibenzylideneacetone)dipalladium (4.6 mg, 0.005 mmol) and bis(2-(diphenylphosphino)phenyl)ether [DPE-phos] (8.2 mg, 0.015 mmol), capped with a rubber septum, evacuated and refilled with argon. Benzophenone imine (190 mg, 1.05 mmol), 3-bromofluorobenzene (175 mg, 1.0 mmol) and toluene (2 mL) were added via syringe. The resulting solution was stirred at rt for 5 minutes. The tube was opened and sodium tert-butoxide (135 mg, 1.4 mmol) was added. The tub...